Dataset: the Open Reaction Database (ORD), a public repository of structured organic reaction records. Task: describe an organic reaction: reactants, conditions, products, and yield Reactants: O=C([O-])[O-], CCc1n[nH]c(C(N)=O)c1[N+](=O)[O-], Cc1ccc(S(=O)(=O)OCC2CCCN2C(=O)OC(C)(C)C)cc1, CN(C)C=O, [Cs+], [Cs+]. Product: CCc1c([N+](=O)[O-])c(C(N)=O)nn1CC1CCCN1C(=O)OC(C)(C)C. As a reaction SMILES: [C:38](=[O:39])([O-:40])[O-:41].[CH2:1]([CH3:2])[c:3]1[n:4][nH:5][c:6]([C:11](=[O:12])[NH2:13])[c:7]1[N+:8](=[O:9])[O-:10].[CH3:14][c:15]1[cH:16][cH:17][c:18]([S:19]([O:20][CH2:25][CH:26]2[N:27]([C:31](=[O:32])[O:33][C:34]([CH3:35])([CH3:36])[CH3:37])[CH2:28][CH2:29][CH2:30]2)(=[O:21])=[O:22])[cH:23][cH:24]1.[CH3:44][N:45]([CH3:46])[CH:47]=[O:48].[Cs+:42].[Cs+:43]>>[CH2:1]([CH3:2])[c:3]1[n:4]([CH2:25][CH:26]2[N:27]([C:31](=[O:32])[O:33][C:34]([CH3:35])([CH3:36])[CH3:37])[CH2:28][CH2:29][CH2:30]2)[n:5][c:6]([C:11](=[O:12])[NH2:13])[c:7]1[N+:8](=[O:9])[O-:10]. Reactants: COc1cccc(OC)c1CN, CO, CCO, CI, NC(=S)NC(N)=S. Yields the product COc1cccc(OC)c1CNC(=N)NC(N)=S. As a reaction SMILES: [CH3:10][O:11][c:12]1[c:13]([CH2:14][NH2:15])[c:16]([O:20][CH3:21])[cH:17][cH:18][cH:19]1.[CH3:22][OH:23].[CH3:24][CH2:25][OH:26].[CH3:8][I:9].[NH2:1][C:2](=[S:3])[NH:4][C:5](=[S:6])[NH2:7]>>[NH:1]=[C:2]([NH:4][C:5](=[S:6])[NH2:7])[NH:15][CH2:14][c:13]1[c:12]([O:11][CH3:10])[cH:19][cH:18][cH:17][c:16]1[O:20][CH3:21]. Starting materials: ICCCC(C1=CC=CC=C1)C1=C(C(=C(C(=C1C)OC)C)C)OC (1-iodo-4-(2,5-dimethoxy-3,4,6-trimethylphenyl)-4-phenylbutane), [C-]#N.[Na+] (sodium cyanide), C(C)(C)OC(C)C (isopropyl ether), O (water). Solvent: CS(=O)C (dimethylsulfoxide). Conditions: temperature 50 celsius, time 2 hour. The product is COC1=C(C(=C(C(=C1C)C)OC)C)C(CCCC#N)C1=CC=CC=C1 (5-(2,5-dimethoxy-3,4,6-trimethylphenyl)-5-phenylvaleronitrile). The yield is 163.0%. RXN SMILES: I[CH2:2][CH2:3][CH2:4][CH:5]([C:12]1[C:17]([CH3:18])=[C:16]([O:19][CH3:20])[C:15]([CH3:21])=[C:14]([CH3:22])[C:13]=1[O:23][CH3:24])[C:6]1[CH:11]=[CH:10][CH:9]=[CH:8][CH:7]=1.[C-:25]#[N:26].[Na+].C(OC(C)C)(C)C.O>CS(C)=O>[CH3:24][O:23][C:13]1[C:14]([CH3:22])=[C:15]([CH3:21])[C:16]([O:19][CH3:20])=[C:17]([CH3:18])[C:12]=1[CH:5]([C:6]1[CH:11]=[CH:10][CH:9]=[CH:8][CH:7]=1)[CH2:4][CH2:3][CH2:2][C:25]#[N:26] |f:1.2|. Procedure: To a solution of 4.19 g (5.0 mmole) of 1-iodo-4-(2,5-dimethoxy-3,4,6-trimethylphenyl)-4-phenylbutane in dimethylsulfoxide (30 ml) was added 0.74 g (5×3 mmole) of sodium cyanide, and the mixture was stirred at 50° C. for 2 hours. The reaction solution was cooled with ice, and isopropyl ether and water were added to it, followed by stirring. The isopropyl ether layer was separated out, washed with aqueous sodium chloride solution, dried (magnesium sulfate) and evaporated. The residual solution was... The reactants are Br/C=C/CCCl, ClC(c1cccc(OC)c1)C. Reagents/catalysts: [Na+].[I-], Cl[Ni]Cl.COCCOC, C1(C2(C3=N[C@H](c4ccccc4C5)[C@H]5O3)CC2)=N[C@H]6[C@H](Cc7ccccc76)O1. Run in CC(N(C)C)=O. Run at temperature 0 celsius, time 3.25 hour. Product: COc1cccc([C@@H](C)/C=C/CCCl)c1. Isolated yield 71.0%. Starting materials: COC(C1=CC=C(C=C1)CN1N(C(C=2[C@@H]3CC[C@](C12)(C3(C)C)C)=O)C3=C(C=C(C=C3)F)F)=O (4-[(4R,7S)-2-(2,4-difluoro-phenyl)-7,8,8-trimethyl-3-oxo-2,3,4,5,6,7-hexahydro-4,7-methano-indazol-1-ylmethyl]-benzoic acid methyl ester), [BH4-].[Na+] (sodium borohydride), [Cl-].[NH4+] (ammonium chloride), [BH4-].[Na+] (sodium borohydride), [BH4-].[Na+] (sodium borohydride), O.[Cl-].[Na+].O (Water brine). Run in CO (Methanol), ClCCl (dichloromethane), CO (methanol), O1CCCC1 (tetrahydrofuran). Run at temperature 65 celsius, time 10 minute. Yields the product FC1=C(C=CC(=C1)F)N1N(C=2[C@]3(CC[C@@H](C2C1=O)C3(C)C)C)CC3=CC=C(C=C3)CO ((4R,7S)-2-(2,4-difluoro-phenyl)-1-(4-hydroxymethyl-benzyl)-7,8,8-trimethyl-1,2,4,5,6,7-hexahydro-4,7-methano-indazol-3-one). Isolated yield 42.6%. Reaction SMILES: C[O:2][C:3](=O)[C:4]1[CH:9]=[CH:8][C:7]([CH2:10][N:11]2[C:19]3[C@:18]4([CH3:23])[C:20]([CH3:22])([CH3:21])[C@@H:15]([CH2:16][CH2:17]4)[C:14]=3[C:13](=[O:24])[N:12]2[C:25]2[CH:30]=[CH:29][C:28]([F:31])=[CH:27][C:26]=2[F:32])=[CH:6][CH:5]=1.[BH4-].[Na+].[Cl-].[NH4+].O.[Cl-].[Na+].O>O1CCCC1.ClCCl.CO>[F:32][C:26]1[CH:27]=[C:28]([F:31])[CH:29]=[CH:30][C:25]=1[N:12]1[C:13](=[O:24])[C:14]2[C@H:15]3[C:20]([CH3:22])([CH3:21])[C@:18]([CH3:23])([CH2:17][CH2:16]3)[C:19]=2[N:11]1[CH2:10][C:7]1[CH:6]=[CH:5][C:4]([CH2:3][OH:2])=[CH:9][CH:8]=1 |f:1.2,3.4,5.6.7.8|. Procedure: A mixture of 4-[(4R,7S)-2-(2,4-difluoro-phenyl)-7,8,8-trimethyl-3-oxo-2,3,4,5,6,7-hexahydro-4,7-methano-indazol-1-ylmethyl]-benzoic acid methyl ester (Example 104; 189 mg, 0.42 mmol) and pulverized sodium borohydride (102 mg, 2.7 mmol) in tetrahydrofuran (2 mL) was heated at 65° C. for 15 min. Methanol (2 mL) was added dropwise over a period of 2 min and gas evolution was noted. The mixture was heated at 65° C. for 1 h, and then an additional portion of methanol (1 mL) was added. The mixture was...